Dataset: the Open Reaction Database (ORD), a public repository of structured organic reaction records. Task: describe an organic reaction: reactants, conditions, products, and yield Reactants: BrC=1C=C2C(=NNC(C2=CC1)=O)Cl (6-bromo-4-chloro-2H-phthalazin-1-one), C(C1=CC=CC=C1)NC (benzyl-methyl-amine), C=1C=CC(=CC1)P(C=2C=CC=CC2)C3=CC=C4C=CC=CC4=C3C5=C6C=CC=CC6=CC=C5P(C=7C=CC=CC7)C=8C=CC=CC8 (rac-BINAP), CC(C)(C)[O-].[Na+] (NaOt-Bu). The reagents and catalysts are C=1C=CC(=CC1)/C=C/C(=O)/C=C/C2=CC=CC=C2.C=1C=CC(=CC1)/C=C/C(=O)/C=C/C2=CC=CC=C2.C=1C=CC(=CC1)/C=C/C(=O)/C=C/C2=CC=CC=C2.[Pd].[Pd] (Pd2(dba)3). Run in CC(=O)N(C)C (DMA), CCOC(=O)C (EtOAc). The product is C(C1=CC=CC=C1)N(C=1C=C2C(=NNC(C2=CC1)=O)Cl)C (6-(Benzyl-methyl-amino)-4-chloro-2H-phthalazin-1-one). Reaction SMILES: Br[C:2]1[CH:3]=[C:4]2[C:9](=[CH:10][CH:11]=1)[C:8](=[O:12])[NH:7][N:6]=[C:5]2[Cl:13].[CH2:14]([NH:21][CH3:22])[C:15]1[CH:20]=[CH:19][CH:18]=[CH:17][CH:16]=1.C1C=CC(P(C2C(C3C(P(C4C=CC=CC=4)C4C=CC=CC=4)=CC=C4C=3C=CC=C4)=C3C(C=CC=C3)=CC=2)C2C=CC=CC=2)=CC=1.CC([O-])(C)C.[Na+]>CC(N(C)C)=O.CCOC(C)=O.C1C=CC(/C=C/C(/C=C/C2C=CC=CC=2)=O)=CC=1.C1C=CC(/C=C/C(/C=C/C2C=CC=CC=2)=O)=CC=1.C1C=CC(/C=C/C(/C=C/C2C=CC=CC=2)=O)=CC=1.[Pd].[Pd]>[CH2:14]([N:21]([CH3:22])[C:2]1[CH:3]=[C:4]2[C:9](=[CH:10][CH:11]=1)[C:8](=[O:12])[NH:7][N:6]=[C:5]2[Cl:13])[C:15]1[CH:20]=[CH:19][CH:18]=[CH:17][CH:16]=1 |f:3.4,7.8.9.10.11|. Reported procedure: A mixture 6-bromo-4-chloro-2H-phthalazin-1-one (70 mg, 0.27 mmol), benzyl-methyl-amine (43 mg, 0.35 mmol), Pd2(dba)3 (25 mg, 0.027 mmol), rac-BINAP (51 mg, 0.081 mmol) and NaOt-Bu (76 mg, 0.81 mmol) in DMA (6 mL) was heated at 80° C. for 1 h. The mixture was allowed to cool, diluted with EtOAc (25 mL) and washed with water (25 mL). The organic layer was dried over anhydrous sodium sulfate and concentrated. Chromatography on silica (EtOAc/hexanes) yielded the title compound. 6-(Benzyl-methyl-amin... Starting materials: CC(C)(C)OC(=O)N1CC2CN(c3ccc4c(c3)C(=O)c3cc(N=C(c5ccccc5)c5ccccc5)ccc3-4)CC2C1, C1CCOC1, ClCCl, Cl. The product is CC(C)(C)OC(=O)N1CC2CN(c3ccc4c(c3)C(=O)c3cc(N)ccc3-4)CC2C1. Reaction SMILES: [C:1](=[O:2])([O:3][C:4]([CH3:5])([CH3:6])[CH3:7])[N:8]1[CH2:9][CH:10]2[CH2:11][N:12]([c:16]3[cH:17][c:18]4[c:26]([cH:27][cH:28]3)-[c:25]3[c:20]([cH:21][c:22]([N:29]=[C:30]([c:31]5[cH:32][cH:33][cH:34][cH:35][cH:36]5)[c:37]5[cH:38][cH:39][cH:40][cH:41][cH:42]5)[cH:23][cH:24]3)[C:19]4=[O:43])[CH2:13][CH:14]2[CH2:15]1.[CH2:45]1[O:46][CH2:47][CH2:48][CH2:49]1.[Cl:50][CH2:51][Cl:52].[ClH:44]>>[C:1](=[O:2])([O:3][C:4]([CH3:5])([CH3:6])[CH3:7])[N:8]1[CH2:9][CH:10]2[CH2:11][N:12]([c:16]3[cH:17][c:18]4[c:26]([cH:27][cH:28]3)-[c:25]3[c:20]([cH:21][c:22]([NH2:29])[cH:23][cH:24]3)[C:19]4=[O:43])[CH2:13][CH:14]2[CH2:15]1.